This data is from the Open Reaction Database (ORD), a public repository of structured organic reaction records. The task is: describe an organic reaction: reactants, conditions, products, and yield The reactants are N (ammonia), O (water), BrBr (bromine), [N+](=O)([O-])C1=C(N)C=CC(=C1)[N+](=O)[O-] (2,4-dinitroaniline). Solvent: C(C)(=O)O (acetic acid). Conditions: time 15 minute. The product is BrC1=C(N)C(=CC(=C1)[N+](=O)[O-])[N+](=O)[O-] (2-bromo-4,6-dinitroaniline). Yield: 83.9%. Reaction SMILES: O.[N+:2]([C:5]1[CH:11]=[C:10]([N+:12]([O-:14])=[O:13])[CH:9]=[CH:8][C:6]=1[NH2:7])([O-:4])=[O:3].[Br:15]Br.N>C(O)(=O)C>[Br:15][C:8]1[CH:9]=[C:10]([N+:12]([O-:14])=[O:13])[CH:11]=[C:5]([N+:2]([O-:4])=[O:3])[C:6]=1[NH2:7]. Procedure: To a stirred mixture of water (3.75 L) and acetic acid (375 mL) at rt was added 2,4-dinitroaniline (500 g, 2.73 mol) followed by dropwise addition of bromine (210 mL, 4.09 mol) over 30 min. The reaction mixture was stirred at rt for 15 min then heated to 100° C. for 2 h. The reaction mixture was then cooled to rt poured onto ice-cold water (5-6 L) and basified (pH 8-10) with aqueous ammonia. The solid thus obtained was filtered, washed with cold water and dried under vacuum. The resulting solid ... Starting materials: CCCC[N+](CCCC)(CCCC)CCCC, CC(C)CN(C=NS(=O)(=O)c1c(Cl)nc2ccc(C#C[Si](C)(C)C)nn12)CC(C)C, [F-], C1CCOC1, O, O. Yields the product C#Cc1ccc2nc(Cl)c(S(=O)(=O)N=CN(CC(C)C)CC(C)C)n2n1. Reaction SMILES: [CH2:33]([N+:34]([CH2:35][CH2:36][CH2:37][CH3:38])([CH2:39][CH2:40][CH2:41][CH3:42])[CH2:43][CH2:44][CH2:45][CH3:46])[CH2:47][CH2:48][CH3:49].[Cl:1][c:2]1[n:3][c:4]2[n:5]([n:6][c:7]([C:10]#[C:11][Si:12]([CH3:13])([CH3:14])[CH3:15])[cH:8][cH:9]2)[c:16]1[S:17](=[O:18])(=[O:19])[N:20]=[CH:21][N:22]([CH2:23][CH:24]([CH3:25])[CH3:26])[CH2:27][CH:28]([CH3:29])[CH3:30].[F-:32].[O:51]1[CH2:52][CH2:53][CH2:54][CH2:55]1.[OH2:31].[OH2:50]>>[Cl:1][c:2]1[n:3][c:4]2[n:5]([n:6][c:7]([C:10]#[CH:11])[cH:8][cH:9]2)[c:16]1[S:17](=[O:18])(=[O:19])[N:20]=[CH:21][N:22]([CH2:23][CH:24]([CH3:25])[CH3:26])[CH2:27][CH:28]([CH3:29])[CH3:30]. Reported procedure: 13.2 g of p-cyanobenzylamine and 300 ml of t-butyl alcohol were mixed and 11.9 g of t-butyl hypochlorite was added dropwise at 50° C. over 30 minutes while stirring. After cooling the mixture to room temperature, 12.3 g of potassium t-butoxide was added and stirred at 60° C. for 3 hours. After cooling the mixture to room temperature, 60 g of 10% by weight sulfuric acid was added dropwise over 1 hour and the mixture was stirred for additional 1 hour. The reaction mixture was adjusted to pH 6 by a... Reaction SMILES: [C:1]([C:3]1[CH:10]=[CH:9][C:6]([CH2:7]N)=[CH:5][CH:4]=1)#[N:2].Cl[O:12]C(C)(C)C.CC(C)([O-])C.[K+].S(=O)(=O)(O)O.C([O-])(=O)C.[Na+]>C(O)(C)(C)C>[C:1]([C:3]1[CH:10]=[CH:9][C:6]([CH:7]=[O:12])=[CH:5][CH:4]=1)#[N:2] |f:2.3,5.6|. The reactants are S(O)(O)(=O)=O (sulfuric acid), C(#N)C1=CC=C(CN)C=C1 (p-cyanobenzylamine), ClOC(C)(C)C (t-butyl hypochlorite), CC(C)([O-])C.[K+] (potassium t-butoxide), C(C)(=O)[O-].[Na+] (sodium acetate). Yields the product C(#N)C1=CC=C(C=O)C=C1 (p-cyanobenzaldehyde). The yield is 55.7%. Run in C(C)(C)(C)O (t-butyl alcohol). Reactants: S(O)(O)(=O)=O (sulfuric acid), BrC1=CC=C2C=3C(C4=C(C(C3NC2=C1)(C)C)C=CC(=C4)OC[C@H]4OC(O[C@H]4C(O[SiH2]C(C)(C)C)(C)C)(C)C)=O (3-Bromo-9-[(4R,5R)-5-(tert-butyl-dimethyl-silanyloxymethyl)-2,2-dimethyl-[1,3]dioxolan-4-yl methoxy]-6,6-dimethyl-5,6-dihydro-benzo[b]carbazol-11-one), C(O)([O-])=O.[Na+] (sodium hydrogen carbonate). Solvent: CO (methanol), C1CCOC1 (THF). Run at temperature 60 celsius, time 3 hour. Yields the product BrC1=CC=C2C=3C(C4=C(C(C3NC2=C1)(C)C)C=CC(=C4)OC[C@H]([C@@H](CO)O)O)=O (3-Bromo-6,6-dimethyl-9-((2R,3R)-2,3,4-trihydroxy-butoxy)-5,6-dihydro-benzo[b]carbazol-11-one). Yield: 81.8%. RXN SMILES: [Br:1][C:2]1[CH:14]=[C:13]2[C:5]([C:6]3[C:7](=[O:39])[C:8]4[CH:20]=[C:19]([O:21][CH2:22][C@@H:23]5[C@H:27]([C:28](C)(C)[O:29][SiH2]C(C)(C)C)[O:26]C(C)(C)[O:24]5)[CH:18]=[CH:17][C:9]=4[C:10]([CH3:16])([CH3:15])[C:11]=3[NH:12]2)=[CH:4][CH:3]=1.S(=O)(=O)(O)O.C(=O)([O-])O.[Na+]>C1COCC1.CO>[Br:1][C:2]1[CH:14]=[C:13]2[C:5]([C:6]3[C:7](=[O:39])[C:8]4[CH:20]=[C:19]([O:21][CH2:22][C@@H:23]([OH:24])[C@H:27]([OH:26])[CH2:28][OH:29])[CH:18]=[CH:17][C:9]=4[C:10]([CH3:15])([CH3:16])[C:11]=3[NH:12]2)=[CH:4][CH:3]=1 |f:2.3|. Reported procedure: 3-Bromo-9-[(4R,5R)-5-(tert-butyl-dimethyl-silanyloxymethyl)-2,2-dimethyl-[1,3]dioxolan-4-yl methoxy]-6,6-dimethyl-5,6-dihydro-benzo[b]carbazol-11-one (Compound JJ7-1, 13.7 mg, 0.0223 mmol) was dissolved in THF (0.15 mL) and methanol (0.1 mL), added with 0.5 M sulfuric acid (0.05 mL), and then stirred at 60° C. for 3 hr. After cooling, the reaction solution was added with saturated aqueous solution of sodium hydrogen carbonate and extracted with ethyl acetate. The organic layer was washed with br... The reactants are Cl.N1CCC2(CC1)C=CC1=CC=CC=C12 (Spiro[1H-indene-1,4'-piperidine]hydrochloride), C([O-])([O-])=O.[Na+].[Na+] (sodium carbonate). Run in O (water). Product: N1CCC2(CC1)C=CC1=CC=CC=C12 (Spiro[1H-indene-1,4'-piperidine]). As a reaction SMILES: Cl.[NH:2]1[CH2:7][CH2:6][C:5]2([C:15]3[C:10](=[CH:11][CH:12]=[CH:13][CH:14]=3)[CH:9]=[CH:8]2)[CH2:4][CH2:3]1.C(=O)([O-])[O-].[Na+].[Na+]>O>[NH:2]1[CH2:7][CH2:6][C:5]2([C:15]3[C:10](=[CH:11][CH:12]=[CH:13][CH:14]=3)[CH:9]=[CH:8]2)[CH2:4][CH2:3]1 |f:0.1,2.3.4|. Procedure details: Spiro[1H-indene-1,4'-piperidine]hydrochloride (400 mg, 1.8 mmol), prepared according to Example 1, step 3, was dissolved in water (10 ml), and the solution made alkaline with sodium carbonate. The mixture was extracted with dichloromethane (3×10 ml), the organic layers separated, dried (MgSO4) and evaporated in vacuo. The free base was used without any further purification. Starting materials: C, CCOC(C)=O, CC(C)(C)OC(=O)CCN1CCc2c(n(C(=O)OC(C)(C)C)c3cc(OCc4ccccc4)ccc23)C1, CO, [Pt]. Product: CC(C)(C)OC(=O)CCN1CCc2c(n(C(=O)OC(C)(C)C)c3cc(O)ccc23)C1. As a reaction SMILES: [C:38].[C:40]([O:41][CH2:42][CH3:43])(=[O:44])[CH3:45].[CH2:1]([c:2]1[cH:3][cH:4][cH:5][cH:6][cH:7]1)[O:8][c:9]1[cH:10][cH:11][c:12]2[c:13]3[c:18]([n:19]([C:22](=[O:23])[O:24][C:25]([CH3:26])([CH3:27])[CH3:28])[c:20]2[cH:21]1)[CH2:17][N:16]([CH2:29][CH2:30][C:31](=[O:32])[O:33][C:34]([CH3:35])([CH3:36])[CH3:37])[CH2:15][CH2:14]3.[CH3:46][OH:47].[Pt:39]>>[OH:8][c:9]1[cH:10][cH:11][c:12]2[c:13]3[c:18]([n:19]([C:22](=[O:23])[O:24][C:25]([CH3:26])([CH3:27])[CH3:28])[c:20]2[cH:21]1)[CH2:17][N:16]([CH2:29][CH2:30][C:31](=[O:32])[O:33][C:34]([CH3:35])([CH3:36])[CH3:37])[CH2:15][CH2:14]3. Reactants: COC(=O)C1=C(C=C2[C@H](CCSC2=C1)NC(=O)OC(C)(C)C)C ((S)-4-(tert-butoxycarbonylamino)-6-methylthiochromane-7-carboxylic acid methyl ester), C([O-])([O-])=O.[K+].[K+] (potassium carbonate). Product: C(C)(C)(C)OC(=O)N[C@H]1CCSC2=CC(=C(C=C12)C)C(=O)O ((S)-4-(tert-butoxycarbonylamino)-6-methylthiochromane-7-carboxylic acid). The yield is 77.9%. As a reaction SMILES: C[O:2][C:3]([C:5]1[CH:14]=[C:13]2[C:8]([C@@H:9]([NH:15][C:16]([O:18][C:19]([CH3:22])([CH3:21])[CH3:20])=[O:17])[CH2:10][CH2:11][S:12]2)=[CH:7][C:6]=1[CH3:23])=[O:4].C(=O)([O-])[O-].[K+].[K+]>>[C:19]([O:18][C:16]([NH:15][C@@H:9]1[C:8]2[C:13](=[CH:14][C:5]([C:3]([OH:4])=[O:2])=[C:6]([CH3:23])[CH:7]=2)[S:12][CH2:11][CH2:10]1)=[O:17])([CH3:22])([CH3:20])[CH3:21] |f:1.2.3|. Procedure details: By a similar reaction operation as in Starting Material Synthetic Example 6 using (S)-4-(tert-butoxycarbonylamino)-6-methylthiochromane-7-carboxylic acid methyl ester (8.10 g) and potassium carbonate (9.94 g), the objective (S)-4-(tert-butoxycarbonylamino)-6-methylthiochromane-7-carboxylic acid (6.05 g) was obtained as colorless crystals. The reactants are O=C(n1ccnc1)n1ccnc1, COC(CNCc1ccc(F)cc1)OC, Cc1nc(N)sc1C(=O)NCc1ccccc1, C1CCOC1. Product: COC(CN(Cc1ccc(F)cc1)C(=O)Nc1nc(C)c(C(=O)NCc2ccccc2)s1)OC. Reaction SMILES: [C:18](=[O:19])([n:20]1[cH:21][cH:22][n:23][cH:24]1)[n:25]1[cH:26][cH:27][n:28][cH:29]1.[F:30][c:31]1[cH:32][cH:33][c:34]([CH2:35][NH:36][CH2:37][CH:38]([O:39][CH3:40])[O:41][CH3:42])[cH:43][cH:44]1.[NH2:1][c:2]1[s:3][c:4]([C:8](=[O:9])[NH:10][CH2:11][c:12]2[cH:13][cH:14][cH:15][cH:16][cH:17]2)[c:5]([CH3:7])[n:6]1.[O:45]1[CH2:46][CH2:47][CH2:48][CH2:49]1>>[NH:1]([c:2]1[s:3][c:4]([C:8](=[O:9])[NH:10][CH2:11][c:12]2[cH:13][cH:14][cH:15][cH:16][cH:17]2)[c:5]([CH3:7])[n:6]1)[C:18](=[O:19])[N:36]([CH2:35][c:34]1[cH:33][cH:32][c:31]([F:30])[cH:44][cH:43]1)[CH2:37][CH:38]([O:39][CH3:40])[O:41][CH3:42]. The reactants are C1(CC1)CO (cyclopropyl-methanol), C1CCC(CC1)N=C=NC2CCCCC2 (DCC), ClC=1C=CC(=NC1)NC(=O)CN1C(=NC2=C1C=CC=C2C(=O)O)C(NC2CCN(CC2)C(C)C)=O (1-[(5-Chloro-pyridin-2-ylcarbamoyl)-methyl]-2-(1-isopropyl-piperidin-4-ylcarbamoyl)-1H-benzoimidazole-4-carboxylic acid), C1(CC1)CO (cyclopropyl-methanol), C1CCC(CC1)N=C=NC2CCCCC2 (DCC). Reagents/catalysts: CN(C)C=1C=CN=CC1 (DMAP), CN(C)C=1C=CN=CC1 (DMAP). Solvent: C(Cl)Cl (CH2Cl2). Conditions: time 16 hour. The product is C1(CC1)COC(=O)C1=CC=CC=2N(C(=NC21)C(NC2CCN(CC2)C(C)C)=O)CC(NC2=NC=C(C=C2)Cl)=O (1-[(5-Chloro-pyridin-2-ylcarbamoyl)-methyl]-2-(1-isopropyl-piperidin-4-ylcarbamoyl)-1H-benzoimidazole-4-carboxylic acid cyclopropylmethyl ester). RXN SMILES: [Cl:1][C:2]1[CH:3]=[CH:4][C:5]([NH:8][C:9]([CH2:11][N:12]2[C:16]3[CH:17]=[CH:18][CH:19]=[C:20]([C:21]([OH:23])=[O:22])[C:15]=3[N:14]=[C:13]2[C:24](=[O:35])[NH:25][CH:26]2[CH2:31][CH2:30][N:29]([CH:32]([CH3:34])[CH3:33])[CH2:28][CH2:27]2)=[O:10])=[N:6][CH:7]=1.[CH:36]1([CH2:39]O)[CH2:38][CH2:37]1.C1CCC(N=C=NC2CCCCC2)CC1>C(Cl)Cl.CN(C1C=CN=CC=1)C>[CH:36]1([CH2:39][O:22][C:21]([C:20]2[C:15]3[N:14]=[C:13]([C:24](=[O:35])[NH:25][CH:26]4[CH2:31][CH2:30][N:29]([CH:32]([CH3:33])[CH3:34])[CH2:28][CH2:27]4)[N:12]([CH2:11][C:9](=[O:10])[NH:8][C:5]4[CH:4]=[CH:3][C:2]([Cl:1])=[CH:7][N:6]=4)[C:16]=3[CH:17]=[CH:18][CH:19]=2)=[O:23])[CH2:38][CH2:37]1. Reported procedure: 325.1 mg (0.57 mmol) 1-[(5-Chloro-pyridin-2-ylcarbamoyl)-methyl]-2-(1-isopropyl-piperidin-4-ylcarbamoyl)-1H-benzoimidazole-4-carboxylic acid were dissolved in 20 mL CH2Cl2. Subsequently 470 μl (5.7 mmol) cyclopropyl-methanol, 152.2 mg (0.74 mmol) DCC and 6.9 mg DMAP were added. The resulting mixture was stirred at room temperature for 16 h. The next day further 100 μl (2.28 mmol) cyclopropyl-methanol, 58.6 mg (0.29 mmol) DCC and 20 mg DMAP were added and the reaction mixture was stirred for 48 h... The reactants are CCN(CC)S(F)(F)F, ClCCl, [Na+], O=C([O-])O, CC(C)(O)CC1COC(=O)N1. Product: CC(C)(F)CC1COC(=O)N1. Reaction SMILES: [CH2:12]([N:13]([S:14]([F:15])([F:16])[F:18])[CH2:17][CH3:19])[CH3:20].[Cl:26][CH2:27][Cl:28].[Na+:25].[O-:21][C:22]([OH:23])=[O:24].[OH:1][C:2]([CH2:3][CH:4]1[NH:5][C:6](=[O:9])[O:7][CH2:8]1)([CH3:10])[CH3:11]>>[C:2]([CH2:3][CH:4]1[NH:5][C:6](=[O:9])[O:7][CH2:8]1)([CH3:10])([CH3:11])[F:18].